describe an organic reaction: reactants, conditions, products, and yield From a dataset of the Open Reaction Database (ORD), a public repository of structured organic reaction records. The reactants are COC(=O)C=1N(N=C(C1)OCC=1C(=NOC1CO)C1=CC=C(C=C1)Cl)C (5-[3-(4-chloro-phenyl)-5-hydroxymethyl-isoxazol-4-ylmethoxy]-2-methyl-2H-pyrazole-3-carboxylic acid methyl ester), NC1CCOCC1 (4-aminotetrahydropyran). Yields the product O1CCC(CC1)NC(=O)C=1N(N=C(C1)OCC=1C(=NOC1CO)C1=CC=C(C=C1)Cl)C (5-[3-(4-Chloro-phenyl)-5-hydroxymethyl-isoxazol-4-ylmethoxy]-2-methyl-2H-pyrazole-3-carboxylic acid (tetrahydro-pyran-4-yl)-amide). Yield: 42.0%. Reaction SMILES: CO[C:3]([C:5]1[N:6]([CH3:26])[N:7]=[C:8]([O:10][CH2:11][C:12]2[C:13]([C:19]3[CH:24]=[CH:23][C:22]([Cl:25])=[CH:21][CH:20]=3)=[N:14][O:15][C:16]=2[CH2:17][OH:18])[CH:9]=1)=[O:4].[NH2:27][CH:28]1[CH2:33][CH2:32][O:31][CH2:30][CH2:29]1>>[O:31]1[CH2:32][CH2:33][CH:28]([NH:27][C:3]([C:5]2[N:6]([CH3:26])[N:7]=[C:8]([O:10][CH2:11][C:12]3[C:13]([C:19]4[CH:20]=[CH:21][C:22]([Cl:25])=[CH:23][CH:24]=4)=[N:14][O:15][C:16]=3[CH2:17][OH:18])[CH:9]=2)=[O:4])[CH2:29][CH2:30]1. Procedure: As described for example 100f, 5-[3-(4-chloro-phenyl)-5-hydroxymethyl-isoxazol-4-ylmethoxy]-2-methyl-2H-pyrazole-3-carboxylic acid methyl ester (100 mg, 0.27 mmol) was converted, using 4-aminotetrahydropyran instead of isopropylamine, to the title compound (50 mg, 42%) which was obtained as a white solid. MS: m/e=447.3 [M+H]+. Reactants: BrBr (bromine), N (ammonia), [S-]C#N.[K+] (Potassium thiocyanate), FC(COC1=CC=C(N)C=C1)(C(F)(F)F)F (4-(2,2,3,3,3-pentafluoropropoxy)aniline), ice. Run in C(C)(=O)O (acetic acid), C(C)(=O)O (acetic acid), O (water). Reaction conditions: temperature 20 celsius, time 10 minute. The product is FC(COC1=CC2=C(N=C(S2)N)C=C1)(C(F)(F)F)F (6-(2,2,3,3,3-Pentafluoropropoxy)-2-benzothiazolamine). Isolated yield 38.8%. As a reaction SMILES: [S-:1][C:2]#[N:3].[K+].[F:5][C:6]([F:20])([C:16]([F:19])([F:18])[F:17])[CH2:7][O:8][C:9]1[CH:15]=[CH:14][C:12]([NH2:13])=[CH:11][CH:10]=1.BrBr.N>C(O)(=O)C.O>[F:5][C:6]([F:20])([C:16]([F:17])([F:18])[F:19])[CH2:7][O:8][C:9]1[CH:10]=[CH:11][C:12]2[N:13]=[C:2]([NH2:3])[S:1][C:14]=2[CH:15]=1 |f:0.1|. Procedure details: Potassium thiocyanate (4.27 g) is added to a solution of 4-(2,2,3,3,3-pentafluoropropoxy)aniline (2.65 g) in acetic acid (25 cc), and the mixture is stirred for 10 minutes at a temperature in the region of 20° C. To the solution thereby obtained, a solution of bromine (0.56 cc) in acetic acid (5 cc) is introduced dropwise in the course of 35 minutes at a temperature of between 22° C. and 35° C., and the mixture is then stirred for 16 hours at a temperature in the region of 20° C. The reaction mi... Yields the product O.Cl.C(C1=CC=CC=C1)NC=1C(=CC=CC1)NNC(=O)OCC1CCN(CC1)C1=CC=NC=C1.C(C1=CC=CC=C1)NC=1C(=CC=CC1)NNC(=O)OCC1CCN(CC1)C1=CC=NC=C1.Cl (N1-Benzyl-N2-[[1-(4-pyridyl)piperidin-4-yl]methoxycarbonylamino]-1,2-benzenediamine hydrochloride hemihydrate). Procedure: Using the procedure described in Example 48, Part C, N1-[[1-(4-pyridyl)piperidin-4-yl]methoxycarbonylamino]-1,2-benzenediamine (0.61 mmol) and benzoyl chloride (1.2 mmol) yielded 175 mg (61%) of the title compound. Yield: 90.2%. RXN SMILES: [N:1]1[CH:6]=[CH:5][C:4]([N:7]2[CH2:12][CH2:11][CH:10]([CH2:13][O:14][C:15]([NH:17][NH:18][C:19]3[C:20]([NH2:25])=[CH:21][CH:22]=[CH:23][CH:24]=3)=[O:16])[CH2:9][CH2:8]2)=[CH:3][CH:2]=1.[C:26]([Cl:34])(=O)[C:27]1[CH:32]=[CH:31][CH:30]=[CH:29][CH:28]=1>>[OH2:14].[ClH:34].[CH2:26]([NH:25][C:20]1[C:19]([NH:18][NH:17][C:15]([O:14][CH2:13][CH:10]2[CH2:9][CH2:8][N:7]([C:4]3[CH:5]=[CH:6][N:1]=[CH:2][CH:3]=3)[CH2:12][CH2:11]2)=[O:16])=[CH:24][CH:23]=[CH:22][CH:21]=1)[C:27]1[CH:32]=[CH:31][CH:30]=[CH:29][CH:28]=1.[CH2:26]([NH:25][C:20]1[C:19]([NH:18][NH:17][C:15]([O:14][CH2:13][CH:10]2[CH2:9][CH2:8][N:7]([C:4]3[CH:5]=[CH:6][N:1]=[CH:2][CH:3]=3)[CH2:12][CH2:11]2)=[O:16])=[CH:24][CH:23]=[CH:22][CH:21]=1)[C:27]1[CH:32]=[CH:31][CH:30]=[CH:29][CH:28]=1.[ClH:34] |f:2.3.4.5.6|. Starting materials: N1=CC=C(C=C1)N1CCC(CC1)COC(=O)NNC=1C(=CC=CC1)N (N1-[[1-(4-pyridyl)piperidin-4-yl]methoxycarbonylamino]-1,2-benzenediamine), C(C1=CC=CC=C1)(=O)Cl (benzoyl chloride). Reactants: C1=CC=CC=2C(C3=C(C=CC21)C=CC=C3)C=3C(NC(NC3)=O)=O (5-{5H-Dibenzo[a,d]cyclohepten-5-yl)-2,4(1H,3H)-pyrimidinedione), C(C)OC(=O)C1=CN=C(S1)CBr (2-(bromomethyl)-5-thiazolecarboxylic acid ethyl ester). The product is C1=CC=CC=2C(C3=C(C=CC21)C=CC=C3)C=3C(NC(N(C3)CC=3SC(=CN3)C(=O)OCC)=O)=O (2-[[5-{5H-Dibenzo[a,d]cyclohepten-5-yl}-3,4-dihydro-2,4-dioxo-1(2H)-pyrimidinyl]methyl]-5-thiazolecarboxylic acid, ethyl ester). As a reaction SMILES: [CH:1]1[C:11]2[CH:10]=[CH:9][C:8]3[CH:12]=[CH:13][CH:14]=[CH:15][C:7]=3[CH:6]([C:16]3[C:17](=[O:23])[NH:18][C:19](=[O:22])[NH:20][CH:21]=3)[C:5]=2[CH:4]=[CH:3][CH:2]=1.[CH2:24]([O:26][C:27]([C:29]1[S:33][C:32]([CH2:34]Br)=[N:31][CH:30]=1)=[O:28])[CH3:25]>>[CH:1]1[C:11]2[CH:10]=[CH:9][C:8]3[CH:12]=[CH:13][CH:14]=[CH:15][C:7]=3[CH:6]([C:16]3[C:17](=[O:23])[NH:18][C:19](=[O:22])[N:20]([CH2:34][C:32]4[S:33][C:29]([C:27]([O:26][CH2:24][CH3:25])=[O:28])=[CH:30][N:31]=4)[CH:21]=3)[C:5]=2[CH:4]=[CH:3][CH:2]=1. Reported procedure: The subtitle compound was prepared from the product of example 1 step (iii) (1.0 g) and 2-(bromomethyl)-5-thiazolecarboxylic acid ethyl ester (0.9 g) according to the method of example 1 step (iv). The reaction mixture was evaporated to dryness under reduced pressure and the crude product was recrystallised from ethyl acetate/methanol. Yield 0.78 g. Reactants: C(C1=CC=CC=C1)OC(=O)NC(CC1=CC(=C(C=C1)O)C(C)(C)C)C=1SC=CN1 (N-benzyloxycarbonyl-2-(3-tert-butyl-4-hydroxylphenyl)-1-(thiazol-2-yl)ethylamine), C1(=CC=CC=C1)SC (thioanisole), [OH-].[Na+] (sodium hydroxide), B(Br)(Br)Br (boron tribromide). Solvent: C(Cl)Cl (methylene chloride), O (water), C(Cl)Cl (methylene chloride). Conditions: time 1 hour. Product: C(C)(C)(C)C=1C=C(C=CC1O)CC(C=1SC=CN1)N (2-(3-tert-butyl-4-hydroxylphenyl)-1-(thiazol-2-yl)ethylamine). The yield is 91.8%. As a reaction SMILES: C(OC([NH:11][CH:12]([C:25]1[S:26][CH:27]=[CH:28][N:29]=1)[CH2:13][C:14]1[CH:19]=[CH:18][C:17]([OH:20])=[C:16]([C:21]([CH3:24])([CH3:23])[CH3:22])[CH:15]=1)=O)C1C=CC=CC=1.C1(SC)C=CC=CC=1.B(Br)(Br)Br.[OH-].[Na+]>C(Cl)Cl.O>[C:21]([C:16]1[CH:15]=[C:14]([CH2:13][CH:12]([NH2:11])[C:25]2[S:26][CH:27]=[CH:28][N:29]=2)[CH:19]=[CH:18][C:17]=1[OH:20])([CH3:24])([CH3:22])[CH3:23] |f:3.4|. Reported procedure: To a solution of N-benzyloxycarbonyl-2-(3-tert-butyl-4-hydroxylphenyl)-1-(thiazol-2-yl)ethylamine (15.28 g, 37.27 mmol) in methylene chloride (1.1 l), thioanisole (8.75 ml, 74.54 mmol) was added. To the mixture, a solution of 1.0M boron tribromide in methylene chloride (186 ml, 186.34 mmol) was added dropwise under cooling with ice and stirred for 1 hour. The reaction mixture was mixed with water and alkalinized by 2N sodium hydroxide and extracted with methylene chloride. The organic layer was ... Reactants: C(C)OC(=O)CC1=CC=C(C=C1)NC(C(COS(=O)(=O)C)NS(=O)(=O)C1=CC=C(C=C1)F)=O ((RS)-N-(4-(ethoxycarbonylmethyl)phenyl)-2-(4-fluorobenzenesulfonylamino)-3-methanesulfonyloxypropanamide), OC=1C=NC=CC1 (3-hydroxypyridine). The product is C(C)OC(=O)CC1=CC=C(C=C1)NC(C(COC=1C=NC=CC1)NS(=O)(=O)C1=CC=C(C=C1)F)=O ((RS)-N-(4-(ethoxycarbonylmethyl)phenyl)-2-(4-fluorobenzenesulfonylamino)-3-(pyridin-3-yloxy)propanamide). As a reaction SMILES: [CH2:1]([O:3][C:4]([CH2:6][C:7]1[CH:12]=[CH:11][C:10]([NH:13][C:14](=[O:33])[CH:15]([NH:22][S:23]([C:26]2[CH:31]=[CH:30][C:29]([F:32])=[CH:28][CH:27]=2)(=[O:25])=[O:24])[CH2:16][O:17]S(C)(=O)=O)=[CH:9][CH:8]=1)=[O:5])[CH3:2].O[C:35]1[CH:36]=[N:37][CH:38]=[CH:39][CH:40]=1>>[CH2:1]([O:3][C:4]([CH2:6][C:7]1[CH:12]=[CH:11][C:10]([NH:13][C:14](=[O:33])[CH:15]([NH:22][S:23]([C:26]2[CH:31]=[CH:30][C:29]([F:32])=[CH:28][CH:27]=2)(=[O:25])=[O:24])[CH2:16][O:17][C:35]2[CH:36]=[N:37][CH:38]=[CH:39][CH:40]=2)=[CH:9][CH:8]=1)=[O:5])[CH3:2]. Reported procedure: The procedure described in Example 105 was repeated, except that (RS)-N-(4-(ethoxycarbonylmethyl)phenyl)-2-(4-fluorobenzenesulfonylamino)-3-methanesulfonyloxypropanamide (250 mg) was reacted with 3-hydroxypyridine to obtain (RS)-N-(4-(ethoxycarbonylmethyl)phenyl)-2-(4-fluorobenzenesulfonylamino)-3-(pyridin-3-yloxy)propanamide (112.6 mg).